describe an organic reaction: reactants, conditions, products, and yield From a dataset of the Open Reaction Database (ORD), a public repository of structured organic reaction records. Starting materials: CC(C)(C)OC(=O)N1CCC(Oc2cc(C(C)(C)C)ccc2C(=O)Cl)CC1, Nc1ccc(F)cc1C(=O)Nc1ccc(Cl)cn1. The product is CC(C)(C)OC(=O)N1CCC(Oc2cc(C(C)(C)C)ccc2C(=O)Nc2ccc(F)cc2C(=O)Nc2ccc(Cl)cn2)CC1. RXN SMILES: [C:1]([CH3:2])([CH3:3])([CH3:4])[c:5]1[cH:6][c:7]([O:14][CH:15]2[CH2:16][CH2:17][N:18]([C:21](=[O:22])[O:23][C:24]([CH3:25])([CH3:26])[CH3:27])[CH2:19][CH2:20]2)[c:8]([C:9](=[O:10])[Cl:11])[cH:12][cH:13]1.[Cl:28][c:29]1[cH:30][cH:31][c:32]([NH:35][C:36]([c:37]2[c:38]([NH2:44])[cH:39][cH:40][c:41]([F:43])[cH:42]2)=[O:45])[n:33][cH:34]1>>[C:1]([CH3:2])([CH3:3])([CH3:4])[c:5]1[cH:6][c:7]([O:14][CH:15]2[CH2:16][CH2:17][N:18]([C:21](=[O:22])[O:23][C:24]([CH3:25])([CH3:26])[CH3:27])[CH2:19][CH2:20]2)[c:8]([C:9](=[O:10])[NH:44][c:38]2[c:37]([C:36]([NH:35][c:32]3[cH:31][cH:30][c:29]([Cl:28])[cH:34][n:33]3)=[O:45])[cH:42][c:41]([F:43])[cH:40][cH:39]2)[cH:12][cH:13]1.